From a dataset of the Open Reaction Database (ORD), a public repository of structured organic reaction records. describe an organic reaction: reactants, conditions, products, and yield The reactants are [N+](=[N-])=C (diazo methane), [Cl-].C(C)OC(CCC(=O)O)=O (succinic acid mono ethyl ester mono chloride), methyl ester. Yields the product COC(CCC(=O)CCl)=O (5-chlorolevulinic acid methyl ester). RXN SMILES: [N+](=[CH2:3])=[N-].[Cl-:4].[CH2:5]([O:7][C:8](=[O:14])[CH2:9][CH2:10][C:11]([OH:13])=O)C>>[CH3:5][O:7][C:8](=[O:14])[CH2:9][CH2:10][C:11]([CH2:3][Cl:4])=[O:13] |f:1.2|. Reported procedure: In EP 58392 a procedure for the production of 5-chlorolevulinic acid ethyl ester is described that starts from succinic acid mono ethyl ester mono chloride. This compound is converted with diazo methane at −5° C. and is after that worked up by passing in hydrogen chloride. You receive so the desired compound in pure form and in a high yield but the difficult handling of explosive diazo methane makes this method for the large-scale use not suitable. The same procedure is described in PL 136454. I... Starting materials: IC1=CC(=NC=C1)C(=O)O (4-Iodopicolinic Acid), [Li+].[OH-] (LiOH), O1CCOCC1.O (dioxane water). Run at time 3 hour. Yields the product COC(C1=NC=CC(=C1)I)=O (4-Iodopicolinic Acid Methyl Ester). RXN SMILES: [I:1][C:2]1[CH:7]=[CH:6][N:5]=[C:4]([C:8]([OH:10])=[O:9])[CH:3]=1.[Li+].[OH-].O1CCOC[CH2:14]1.O>>[CH3:14][O:9][C:8](=[O:10])[C:4]1[CH:3]=[C:2]([I:1])[CH:7]=[CH:6][N:5]=1 |f:1.2,3.4|. Procedure: To a solution of ester 11a′ (Z=ethyl, n=1; 25 mg, 0.07 mmol) in dioxane/water (3:1, 3 mL), LiOH (15.0 mg, 0.35 mmol) solid was added. The resulting mixture was stirred vigorously at rt for 3 h. The organic solvent was removed under reduced pressure, and the residue was dissolved in H2O (10 mL), acidified with aq. HCl (1.0 M) to pH value 3-4, and then extracted with DCM (3×15 mL). The combined organic layers were dried over MgSO4, the solvent was removed, and the residue was dried in high vacuum ... The reactants are NC1=C(CO)C=CC=C1 (2-aminobenzyl alcohol), N(=O)[O-].[Na+] (sodium nitrite), [N-]=[N+]=[N-].[Na+] (sodium azide). Yields the product N(=[N+]=[N-])C1=C(CO)C=CC=C1 (2-Azidobenzyl alcohol). Procedure details: To a solution of 2-aminobenzyl alcohol (12.0 g, 97.4 mmol) in 50 mL of trifluoroacetic acid at 0° C. was added sodium nitrite (7.39 g, 107.2 mmol). This solution was stirred for 45 min and then there was added sodium azide (6.33 g, 97.4 inmol) dropwise as a solution in water. The resulting mixture was stirred at 0° C. for 45 min and then was carefully quenched by slow addition of potassium carbonate. The reaction mixture was diluted with ethyl acetate, washed with brine, dried (MgSO4), filtered ... Reaction conditions: time 45 minute. The solvent is FC(C(=O)O)(F)F (trifluoroacetic acid), O (water). The yield is 72.3%. As a reaction SMILES: [NH2:1][C:2]1[CH:9]=[CH:8][CH:7]=[CH:6][C:3]=1[CH2:4][OH:5].N([O-])=O.[Na+].[N-:14]=[N+:15]=[N-].[Na+]>FC(F)(F)C(O)=O.O>[N:1]([C:2]1[CH:9]=[CH:8][CH:7]=[CH:6][C:3]=1[CH2:4][OH:5])=[N+:14]=[N-:15] |f:1.2,3.4|. The yield is 53.9%. Reactants: FC1=CC(=C(C=C1)NC1=C(C=NC=2N1N=CC2C(=O)O)C(=O)N2CCC1(CC2)COC2=C1C=CC=C2F)C (7-(4-Fluoro-2-methylphenylamino)-6-(7-fluoro-2H-spiro[benzofuran-3,4′-piperidine]-1′-ylcarbonyl)pyrazolo[1,5-a]pyrimidine-3-carboxylic acid), C1(CC1)S(=O)(=O)N (cyclopropanesulfonamide). Product: FC1=CC(=C(C=C1)NC1=C(C=NC=2N1N=CC2C(=O)NS(=O)(=O)C2CC2)C(=O)N2CCC1(CC2)COC2=C1C=CC=C2F)C (N-[7-(4-Fluoro-2-methylphenylamino)-6-(7-fluoro-2H-spiro[benzofuran-3,4′-piperidine]-1′-ylcarbonyl)pyrazolo[1,5-a]pyrimidine-3-carbonyl]cyclopropanesulfonamide). Reported procedure: In the same manner as in Example 1, step 6 and using 7-(4-fluoro-2-methylphenylamino)-6-(7-fluoro-2H-spiro[benzofuran-3,4′-piperidine]-1′-ylcarbonyl)pyrazolo[1,5-a]pyrimidine-3-carboxylic acid (0.079 g, 0.152 mmol) obtained in step 2 and cyclopropanesulfonamide (0.092 g, 0.760 mmol), the title compound (0.051 g, 64%) was obtained. RXN SMILES: [F:1][C:2]1[CH:7]=[CH:6][C:5]([NH:8][C:9]2[N:14]3[N:15]=[CH:16][C:17]([C:18](O)=[O:19])=[C:13]3[N:12]=[CH:11][C:10]=2[C:21]([N:23]2[CH2:28][CH2:27][C:26]3([C:32]4[CH:33]=[CH:34][CH:35]=[C:36]([F:37])[C:31]=4[O:30][CH2:29]3)[CH2:25][CH2:24]2)=[O:22])=[C:4]([CH3:38])[CH:3]=1.[CH:39]1([S:42]([NH2:45])(=[O:44])=[O:43])[CH2:41][CH2:40]1>>[F:1][C:2]1[CH:7]=[CH:6][C:5]([NH:8][C:9]2[N:14]3[N:15]=[CH:16][C:17]([C:18]([NH:45][S:42]([CH:39]4[CH2:41][CH2:40]4)(=[O:44])=[O:43])=[O:19])=[C:13]3[N:12]=[CH:11][C:10]=2[C:21]([N:23]2[CH2:24][CH2:25][C:26]3([C:32]4[CH:33]=[CH:34][CH:35]=[C:36]([F:37])[C:31]=4[O:30][CH2:29]3)[CH2:27][CH2:28]2)=[O:22])=[C:4]([CH3:38])[CH:3]=1. Reactants: C(#N)C=1C=CC(=C(C1)S(=O)(=O)N)N (5-cyano-2-aminobenzenesulfonamide), C1(CCCCC1)C=O (cyclohexanecarboxaldehyde), C(#N)C=1C=CC(=C(C1)S(=O)(=O)N)N (5-cyano-2-aminobenzenesulfonamide), ClC1=C(C=CC=C1)B(O)O (2-chlorophenylboronic acid). The product is C1(CCCCC1)C1NS(C2=C(N1)C=CC(=C2)C2=C(C=CC=C2)Cl)(=O)=O (3-Cyclohexyl-7-(2′-chlorophenyl)-1,2,3,4-tetrahydro-1,2,4-benzothiadiazine-1,1-dioxide). Reaction SMILES: [C:1]([C:3]1[CH:4]=[CH:5][C:6]([NH2:13])=[C:7]([S:9]([NH2:12])(=[O:11])=[O:10])[CH:8]=1)#N.[Cl:14][C:15]1C=[CH:19][CH:18]=[CH:17][C:16]=1B(O)O.[CH:24]1([CH:30]=O)[CH2:29][CH2:28][CH2:27][CH2:26][CH2:25]1>>[CH:24]1([CH:30]2[NH:13][C:6]3[CH:5]=[CH:4][C:3]([C:1]4[CH:19]=[CH:18][CH:17]=[CH:16][C:15]=4[Cl:14])=[CH:8][C:7]=3[S:9](=[O:11])(=[O:10])[NH:12]2)[CH2:29][CH2:28][CH2:27][CH2:26][CH2:25]1. Procedure: 5-Iodo-2-aminobenzenesulfonamide (see compound 37) was transformed by Method H (using 2-chlorophenylboronic acid) and Method G (using cyclohexanecarboxaldehyde). M.p. 233-236° C.